Dataset: the Open Reaction Database (ORD), a public repository of structured organic reaction records. Task: describe an organic reaction: reactants, conditions, products, and yield Reactants: NC=1C=CC(=C(C1)C1=CC=C(C=C1)C(=O)NCC1CC1)C (5′-Amino-N-(cyclopropylmethyl)-2′-methyl-1,1′-biphenyl-4-carboxamide), C1(=CC=CC=C1)C1=NC=CC(=N1)C(=O)O (2-phenylpyrimidine-4-carboxylic acid), resin. Solvent: C1CCOC1 (THF). Conditions: time 15 minute. Product: C1(CC1)CNC(=O)C1=CC=C(C=C1)C1=CC(=CC=C1C)NC(=O)C1=NC(=NC=C1)C1=CC=CC=C1 (N-(4′-{[(cyclopropylmethyl)amino]carbonyl}-6methyl-1,1′-biphenyl-3-yl)-2-phenylpyrimidine-4-carboxamide). The yield is 14.9%. RXN SMILES: [NH2:1][C:2]1[CH:3]=[CH:4][C:5]([CH3:21])=[C:6]([C:8]2[CH:13]=[CH:12][C:11]([C:14]([NH:16][CH2:17][CH:18]3[CH2:20][CH2:19]3)=[O:15])=[CH:10][CH:9]=2)[CH:7]=1.[C:22]1([C:28]2[N:33]=[C:32]([C:34](O)=[O:35])[CH:31]=[CH:30][N:29]=2)[CH:27]=[CH:26][CH:25]=[CH:24][CH:23]=1>C1COCC1>[CH:18]1([CH2:17][NH:16][C:14]([C:11]2[CH:12]=[CH:13][C:8]([C:6]3[C:5]([CH3:21])=[CH:4][CH:3]=[C:2]([NH:1][C:34]([C:32]4[CH:31]=[CH:30][N:29]=[C:28]([C:22]5[CH:23]=[CH:24][CH:25]=[CH:26][CH:27]=5)[N:33]=4)=[O:35])[CH:7]=3)=[CH:9][CH:10]=2)=[O:15])[CH2:20][CH2:19]1. Procedure details: 5′-Amino-N-(cyclopropylmethyl)-2′-methyl-1,1′-biphenyl-4-carboxamide (53 mg, 0.189 mmol) and 2-phenylpyrimidine-4-carboxylic acid (99.5 mg, 0.50 mmol) were mixed in THF (5 ml) and the mixture shaken in a varian tube for 15 min at room temperature. Carbodiimde resin (500 mg) was added and shaking continued for 48 h. The solution was filtered off and concentrated under vacuum. The residue was chromatographed on a silica gel flash column eluting with ethyl acetate/hexane (1:1) and the solvent evapo...